Task: describe an organic reaction: reactants, conditions, products, and yield. Dataset: the Open Reaction Database (ORD), a public repository of structured organic reaction records Starting materials: C1(=C(C=CC=C1)N)N (o-phenylenediamine), ClC1=C2C(N(C(C2=C(C=C1)C=O)=O)C(C)(C1=CC=CC=C1)C)O (4-Chloro-3-hydroxy-7-formyl-2-(1-methyl-1-phenylethyl)isoindolinone), CCCCCC (hexane). Procedure details: 4-Chloro-3-hydroxy-7-formyl-2-(1-methyl-1-phenylethyl)isoindolinone (100 mg, 0.303 mmol) was dissolved in nitrobenzene (2 mL), and the solution was added with o-phenylenediamine (49 mg, 0.45 mmol), followed by stirring at 130° C. for 5.2 hours. The reaction mixture was added with hexane and the obtained solid was collected by filtration and purified by preparative thin-layer chromatography (hexane/ethyl acetate=2/1, 1/1) to obtain 4-chloro-3-hydroxy-7-(1H-benzoimidazol-2-yl)-2-(1-methyl-1-phenyl... Reaction conditions: temperature 130 celsius, time 5.2 hour. RXN SMILES: [Cl:1][C:2]1[CH:10]=[CH:9][C:8]([CH:11]=O)=[C:7]2[C:3]=1[CH:4]([OH:23])[N:5]([C:14]([CH3:22])([C:16]1[CH:21]=[CH:20][CH:19]=[CH:18][CH:17]=1)[CH3:15])[C:6]2=[O:13].[C:24]1([NH2:31])[CH:29]=[CH:28][CH:27]=[CH:26][C:25]=1[NH2:30].CCCCCC>[N+](C1C=CC=CC=1)([O-])=O>[Cl:1][C:2]1[CH:10]=[CH:9][C:8]([C:11]2[NH:31][C:24]3[CH:29]=[CH:28][CH:27]=[CH:26][C:25]=3[N:30]=2)=[C:7]2[C:3]=1[CH:4]([OH:23])[N:5]([C:14]([CH3:22])([C:16]1[CH:21]=[CH:20][CH:19]=[CH:18][CH:17]=1)[CH3:15])[C:6]2=[O:13]. The product is ClC1=C2C(N(C(C2=C(C=C1)C1=NC2=C(N1)C=CC=C2)=O)C(C)(C2=CC=CC=C2)C)O (4-chloro-3-hydroxy-7-(1H-benzoimidazol-2-yl)-2-(1-methyl-1-phenylethyl)isoindolinone). Isolated yield 33.8%. Solvent: [N+](=O)([O-])C1=CC=CC=C1 (nitrobenzene). Yields the product NC1=C(C=C(C(=C1)C(F)(F)F)N)[N+](=O)[O-] (1,4-diamino-2-nitro-5-trifluoromethylbenzene). Run at temperature 60 celsius, time 2 hour. Solvent: O (water). Reactants: Cl (hydrochloric acid), C(C)(=O)NC1=C(C=C(C(=C1)C(F)(F)F)NC(C)=O)[N+](=O)[O-] (1,4-bisacetylamino-2-nitro-5-trifluoromethylbenzene). Procedure: 61 g (0.2 mol) of the 1,4-bisacetylamino-2-nitro-5-trifluoromethylbenzene prepared according to C. are heated at 98° C. together with 250 ml of water and 80 g of concentrated hydrochloric acid (36% strength), and the reaction mixture is stirred at this temperature for 2 hours. The mixture is then cooled to 60° C. and the pH is brought to 7.5 with an alkali. The mixture is now cooled to 5° C. and the product which has precipitated is filtered off with suction, washed with water and dried in a vac... As a reaction SMILES: C([NH:4][C:5]1[CH:10]=[C:9]([C:11]([F:14])([F:13])[F:12])[C:8]([NH:15]C(=O)C)=[CH:7][C:6]=1[N+:19]([O-:21])=[O:20])(=O)C.Cl>O>[NH2:4][C:5]1[CH:10]=[C:9]([C:11]([F:14])([F:13])[F:12])[C:8]([NH2:15])=[CH:7][C:6]=1[N+:19]([O-:21])=[O:20]. Run at time 4 hour. Solvent: C1(=CC=CC=C1)C (toluene), [OH-].[K+] (caustic potash). The reactants are S(=O)(=O)(C)O[C@H]1[C@H](CCC2=CC=CC=C12)OS(=O)(=O)C ((1R,2S)-1,2-dimesyloxy-1,2,3,4-tetrahydronaphthalene). Reagents/catalysts: [Br-].C(CCC)[N+](CCCC)(CCCC)CCCC (tetrabutylammonium bromide). Reported procedure: One mole equivalent of (1R,2S)-1,2-dimesyloxy-1,2,3,4-tetrahydronaphthalene was dissolved in 180 volume equivalents of toluene and 30 volume equivalents of 10% aqueous caustic potash was added together with 0.05 weight equivalents of tetrabutylammonium bromide. The mixture was stirred vigorously at ambient temperature for 4 hours when the reaction was judged essentially complete by GLC analysis. The organic layer was separated and washed three times with 0.25 volume equivalents of water. The sol... As a reaction SMILES: S(O[C@@H:6]1[C:15]2[C:10](=[CH:11][CH:12]=[CH:13][CH:14]=2)[CH2:9][CH2:8][C@@H:7]1[O:16]S(C)(=O)=O)(C)(=O)=O>C1(C)C=CC=CC=1.[OH-].[K+].[Br-].C([N+](CCCC)(CCCC)CCCC)CCC>[O:16]1[C@@H:7]2[CH2:8][CH2:9][C:10]3[C:15]([C@H:6]12)=[CH:14][CH:13]=[CH:12][CH:11]=3 |f:2.3,4.5|. Product: O1[C@@H]2[C@H]1CCC1=CC=CC=C21 ((1S,2R)-1,2-epoxy-1,2,3,4-tetrahydronaphthalene). The reactants are ClCCC=1C(=NC=2N(C1O)C(=NC2C2=C(C=C(C=C2C)C)C)C)C (3-(2-chloroethyl)-8-mesityl-2,6-dimethylimidazo[1,5-a]pyrimidin-4-ol), CN(C1=CC=CC=C1)C (N,N-dimethylaniline), P(=O)(Cl)(Cl)Cl (phosphorus oxychloride). Run at temperature 80 celsius, time 3 hour. Yields the product ClC1=C(C(=NC=2N1C(=NC2C2=C(C=C(C=C2C)C)C)C)C)CCCl (4-Chloro-3-(2-chloroethyl)-8-mesityl-2,6-dimethylimidazo[1,5-a]pyrimidine). RXN SMILES: [Cl:1][CH2:2][CH2:3][C:4]1[C:5]([CH3:24])=[N:6][C:7]2[N:8]([C:11]([CH3:23])=[N:12][C:13]=2[C:14]2[C:19]([CH3:20])=[CH:18][C:17]([CH3:21])=[CH:16][C:15]=2[CH3:22])[C:9]=1O.CN(C)C1C=CC=CC=1.P(Cl)(Cl)([Cl:36])=O>>[Cl:36][C:9]1[N:8]2[C:11]([CH3:23])=[N:12][C:13]([C:14]3[C:19]([CH3:20])=[CH:18][C:17]([CH3:21])=[CH:16][C:15]=3[CH3:22])=[C:7]2[N:6]=[C:5]([CH3:24])[C:4]=1[CH2:3][CH2:2][Cl:1]. Reported procedure: A solution of 3-(2-chloroethyl)-8-mesityl-2,6-dimethylimidazo[1,5-a]pyrimidin-4-ol (200 mg, 0.58 mmol) and N,N-dimethylaniline (0.3 mL) in phosphorus oxychloride (3 mL) was heated under reflux for six hours. After evaporating, 3-aminopentane (2 mL) was added to a solution of the residue in acetonitrile (5 mL), followed by stirring at 80° C. for three hours. Water was added, and the mixture was extracted with ethyl acetate, washed with brine, dried over anhydrous magnesium sulfate and evaporated.... Starting materials: ClCCC1=CC=C(C=C1)F (1-(2-chloro-ethyl)-4-fluoro-benzene), CN(C)C=O (DMF), C(C)(=S)[O-].[K+] (potassium thioacetate). Run in O (water). Run at time 24 hour. Yields the product FC1=CC=C(C=C1)CCSC(C)=O (Thioacetic acid S-[2-(4-fluoro-phenyl)-ethyl] ester). RXN SMILES: Cl[CH2:2][CH2:3][C:4]1[CH:9]=[CH:8][C:7]([F:10])=[CH:6][CH:5]=1.CN(C=O)C.[C:16]([O-:19])(=[S:18])[CH3:17].[K+]>O>[F:10][C:7]1[CH:8]=[CH:9][C:4]([CH2:3][CH2:2][S:18][C:16](=[O:19])[CH3:17])=[CH:5][CH:6]=1 |f:2.3|. Reported procedure: A mixture of 2.4 g of 1-(2-chloro-ethyl)-4-fluoro-benzene, 30 mL of DMF, and 2.5 g of potassium thioacetate was stirred under nitrogen for 24 h. The mixture was diluted with 200 mL of water and extracted with 3×50 mL of dichloromethane. The combined organic layers were dried over magnesium sulfate and concentrated under reduced pressure. Drying under vacuum gave the product as an oil: Starting materials: FC1=C(C=O)C=CC(=C1)[N+](=O)[O-] (2-Fluoro-4-nitrobenzaldehyde), Cl.C(C)(=N)N (acetamidine hydrochloride), C(=O)([O-])[O-].[K+].[K+] (K2CO3). Run in C(C)#N (acetonitrile). Run at temperature 25 celsius. Yields the product CC1=NC2=CC(=CC=C2C=N1)[N+](=O)[O-] (2-Methyl-7-nitroquinazoline). Isolated yield 34.5%. Reaction SMILES: F[C:2]1[CH:9]=[C:8]([N+:10]([O-:12])=[O:11])[CH:7]=[CH:6][C:3]=1[CH:4]=O.Cl.[C:14]([NH2:17])(=[NH:16])[CH3:15].C([O-])([O-])=O.[K+].[K+]>C(#N)C>[CH3:15][C:14]1[N:17]=[CH:4][C:3]2[C:2](=[CH:9][C:8]([N+:10]([O-:12])=[O:11])=[CH:7][CH:6]=2)[N:16]=1 |f:1.2,3.4.5|. Reported procedure: 2-Fluoro-4-nitrobenzaldehyde (1.00 g, 5.92 mmol) and acetamidine hydrochloride (0.783 g, 8.28 mmol) were added to a suspension of activated 4 Å MS (1.2 g) in acetonitrile (60 mL). K2CO3 (1.14 g, 8.28 mmol) was then added and the reaction was heated to reflux for 4 h. The reaction was then cooled to 25° C. and filtered through celite rinsing with CH2Cl2. The crude product was purified by flash chromatography on silica eluting with 0-10% acetone in CH2Cl2 to give 0.386 g of compound 25A as a yello... The reactants are N#CCc1ccc(Br)c(C(F)(F)F)c1, Cl, [Na+], [Na+], O=C([O-])[O-], O, O=S(=O)(O)O. Yields the product O=C(O)Cc1ccc(Br)c(C(F)(F)F)c1. Reaction SMILES: [Br:1][c:2]1[c:3]([C:11]([F:12])([F:13])[F:14])[cH:4][c:5]([CH2:8][C:9]#[N:10])[cH:6][cH:7]1.[ClH:26].[Na+:20].[Na+:21].[O-:22][C:23]([O-:24])=[O:25].[OH2:27].[S:15](=[O:16])(=[O:17])([OH:18])[OH:19]>>[Br:1][c:2]1[c:3]([C:11]([F:12])([F:13])[F:14])[cH:4][c:5]([CH2:8][C:23]([OH:22])=[O:25])[cH:6][cH:7]1. Starting materials: C=Cc1ccccc1, CC(=O)O, Cc1ccccc1, CCO[SiH](C)C, [Pt]. The product is CCO[Si](C)(C)CCc1ccccc1. RXN SMILES: [CH2:1]=[CH:2][c:3]1[cH:4][cH:5][cH:6][cH:7][cH:8]1.[CH3:15][C:16](=[O:17])[OH:18].[CH3:20][c:21]1[cH:22][cH:23][cH:24][cH:25][cH:26]1.[CH3:9][SiH:10]([O:11][CH2:12][CH3:13])[CH3:14].[Pt:19]>>[CH2:1]([CH2:2][c:3]1[cH:4][cH:5][cH:6][cH:7][cH:8]1)[Si:10]([CH3:9])([O:11][CH2:12][CH3:13])[CH3:14]. Starting materials: N1CCCC2=CC=CC=C12 (1,2,3,4-tetrahydroquinoline), C(\C=C/C(=O)O)(=O)O.N1(CCC2=CC=CC=C12)C1=C(C=C(C=C1)F)NC(=O)N1CCN(CC1)C (N-[2-(2,3-dihydro-1H-indol-1-yl)-5-fluorophenyl]-4-methyl-1-piperazine carboxamide maleate), ClC=1C=CC(=C(C1)[N+](=O)[O-])F (5-chloro-2-fluoronitrobenzene), 1a. Yields the product ClC1=CC(=C(C=C1)N1CCCC2=CC=CC=C12)[N+](=O)[O-] (1-(4-chloro-2-nitrophenyl)-1,2,3,4-tetrahydroquinoline), NC1=C(C=CC(=C1)Cl)N1CCCC2=CC=CC=C12 (1-(2-amino-4-chlorophenyl)-1,2,3,4-tetrahydroquinoline), N-[2-{1-(5-chlorophenyl)-1,2,3,4-tetrahydroquinolin-1-yl}]-4-methyl-1-piperazine carboxamide, ClC=1C=CC2=C(N=C(C3=C4N2CCCC4=CC=C3)N3CCN(CC3)C)C1 (10-chloro-7-(4-methyl-1-piperazinyl)-2,3-dihydro-1H-quino[1,8-ab][1,5]benzodiazepine). Reaction SMILES: [NH:1]1[C:10]2[C:5](=[CH:6][CH:7]=[CH:8][CH:9]=2)[CH2:4][CH2:3][CH2:2]1.[Cl:11][C:12]1[CH:13]=[CH:14][C:15](F)=[C:16]([N+:18]([O-:20])=[O:19])[CH:17]=1.C(O)(=O)/C=C\C(O)=O.[N:30]1([C:39]2[CH:44]=[CH:43][C:42](F)=[CH:41][C:40]=2[NH:46][C:47]([N:49]2[CH2:54][CH2:53][N:52]([CH3:55])[CH2:51][CH2:50]2)=O)[C:38]2C(=CC=[CH:36][CH:37]=2)CC1>>[Cl:11][C:12]1[CH:13]=[CH:14][C:15]([N:1]2[C:10]3[C:5](=[CH:6][CH:7]=[CH:8][CH:9]=3)[CH2:4][CH2:3][CH2:2]2)=[C:16]([N+:18]([O-:20])=[O:19])[CH:17]=1.[NH2:18][C:16]1[CH:17]=[C:12]([Cl:11])[CH:13]=[CH:14][C:15]=1[N:30]1[C:39]2[C:40](=[CH:41][CH:42]=[CH:43][CH:44]=2)[CH2:36][CH2:37][CH2:38]1.[Cl:11][C:42]1[CH:43]=[CH:44][C:39]2[N:1]3[CH2:2][CH2:3][CH2:4][C:5]4=[CH:6][CH:7]=[CH:8][C:9](=[C:10]34)[C:47]([N:49]3[CH2:54][CH2:53][N:52]([CH3:55])[CH2:51][CH2:50]3)=[N:46][C:40]=2[CH:41]=1 |f:2.3|. Reported procedure: Starting with 1,2,3,4-tetrahydroquinoline and 5-chloro-2-fluoronitrobenzene and following the steps of 1a to 1f of Example 2, one may obtain, in sequence, 1-(4-chloro-2-nitrophenyl)-1,2,3,4-tetrahydroquinoline, 1-(2-amino-4-chlorophenyl)-1,2,3,4-tetrahydroquinoline, N-[2-{1-(5-chlorophenyl)-1,2,3,4-tetrahydroquinolin-1-yl}]-4-methyl-1-piperazine carboxamide, and 10-chloro-7-(4-methyl-1-piperazinyl)-2,3-dihydro-1H-quino[1,8-ab][1,5]benzodiazepine. RXN SMILES: [Al+3:2].[Br:7][c:8]1[c:9]([CH3:20])[c:10]([C:11](=[O:12])[N:13]([O:14][CH3:15])[CH3:16])[cH:17][cH:18][cH:19]1.[CH2:21]1[O:22][CH2:23][CH2:24][CH2:25]1.[H-:1].[H-:4].[H-:5].[H-:6].[Li+:3]>>[Br:7][c:8]1[c:9]([CH3:20])[c:10]([CH:11]=[O:12])[cH:17][cH:18][cH:19]1. Yields the product Cc1c(Br)cccc1C=O. The reactants are [Al+3], CON(C)C(=O)c1cccc(Br)c1C, C1CCOC1, [H-], [H-], [H-], [H-], [Li+].